From a dataset of the Open Reaction Database (ORD), a public repository of structured organic reaction records. describe an organic reaction: reactants, conditions, products, and yield The reactants are BrBr (bromine), C(C=1C(O)=CC=CC1)(=O)OC (Methyl salicylate), O (Water). Solvent: C(C)(=O)O (acetic acid). Run at time 21 hour. Yields the product BrC1=CC=C(C(C(=O)OC)=C1)O (methyl 5-bromosalicylate). RXN SMILES: [C:1]([O:10][CH3:11])(=[O:9])[C:2]1[C:3](=[CH:5][CH:6]=[CH:7][CH:8]=1)[OH:4].[Br:12]Br.O>C(O)(=O)C>[Br:12][C:7]1[CH:8]=[C:2]([C:1]([O:10][CH3:11])=[O:9])[C:3]([OH:4])=[CH:5][CH:6]=1. Procedure details: Methyl salicylate (149 g) was dissolved in acetic acid (900 mL), and bromine (50 mL) was added thereto. The mixture was stirred at room temperature for 21 hr. Water (10 L) was added to the reaction mixture, and the precipitated solid was collected by filtration, which was then recrystallized from methanol to give methyl 5-bromosalicylate (175 g) as white crystals. Starting materials: C1(=CC=CC=C1)C=1C=C(SC1)N1CCNCC1 (1-(4-phenyl-2-thienyl)piperazine), O1N=C(C2=C1C=CC=C2)N(C(=O)OCC(Cl)(Cl)Cl)C(=O)OCC(Cl)(Cl)Cl (bis(2,2,2-trichloroethyl) 1,2-benzisoxazol-3-ylimidodicarbonate), C(C)(C)N(CC)C(C)C (diisopropylethylamine), CS(=O)C (dimethylsulfoxide). Solvent: O (water). The product is O1N=C(C2=C1C=CC=C2)NC(=O)N2CCN(CC2)C=2SC=C(C2)C2=CC=CC=C2 (N-1,2-Benzisoxazol-3-yl-4-(4-phenyl-2-thienyl)piperazine-1-carboxamide). Reaction SMILES: [C:1]1([C:7]2[CH:8]=[C:9]([N:12]3[CH2:17][CH2:16][NH:15][CH2:14][CH2:13]3)[S:10][CH:11]=2)[CH:6]=[CH:5][CH:4]=[CH:3][CH:2]=1.[O:18]1[C:22]2[CH:23]=[CH:24][CH:25]=[CH:26][C:21]=2[C:20]([N:27](C(OCC(Cl)(Cl)Cl)=O)[C:28](OCC(Cl)(Cl)Cl)=[O:29])=[N:19]1.C(N(C(C)C)CC)(C)C.CS(C)=O>O>[O:18]1[C:22]2[CH:23]=[CH:24][CH:25]=[CH:26][C:21]=2[C:20]([NH:27][C:28]([N:15]2[CH2:16][CH2:17][N:12]([C:9]3[S:10][CH:11]=[C:7]([C:1]4[CH:2]=[CH:3][CH:4]=[CH:5][CH:6]=4)[CH:8]=3)[CH2:13][CH2:14]2)=[O:29])=[N:19]1. Reported procedure: A solution of 1-(4-phenyl-2-thienyl)piperazine (240 mg, 0.984 mmol), bis(2,2,2-trichloroethyl) 1,2-benzisoxazol-3-ylimidodicarbonate (239 mg, 0.492 mmol), diisopropylethylamine (0.0857 ml, 0.492 mmol) and dimethylsulfoxide (3 ml) was stirred at 70° C. for 2 hours, the reaction mixture was poured into water and the mixture was extracted with ethyl acetate. The extract was washed with water and dried over anhydrous magnesium sulfate. The solvent was distilled off under reduced pressure. The residu... Starting materials: O=S(=O)(Cl)c1ccc(Cl)c(Cl)c1, COc1ccc(C(=O)Nc2ccccc2)cc1N, c1ccncc1. Yields the product COc1ccc(C(=O)Nc2ccccc2)cc1NS(=O)(=O)c1ccc(Cl)c(Cl)c1. As a reaction SMILES: [Cl:1][c:2]1[cH:3][c:4]([S:9](=[O:10])(=[O:11])[Cl:12])[cH:5][cH:6][c:7]1[Cl:8].[NH2:13][c:14]1[cH:15][c:16]([C:17](=[O:18])[NH:19][c:20]2[cH:21][cH:22][cH:23][cH:24][cH:25]2)[cH:26][cH:27][c:28]1[O:29][CH3:30].[cH:31]1[cH:32][cH:33][n:34][cH:35][cH:36]1>>[Cl:1][c:2]1[cH:3][c:4]([S:9](=[O:10])(=[O:11])[NH:13][c:14]2[cH:15][c:16]([C:17](=[O:18])[NH:19][c:20]3[cH:21][cH:22][cH:23][cH:24][cH:25]3)[cH:26][cH:27][c:28]2[O:29][CH3:30])[cH:5][cH:6][c:7]1[Cl:8]. The reactants are ClC1=NC(=CC(=N1)Cl)Cl (2,4,6-trichloropyrimidine), CN1C(C(=CC(=C1)B1OC(C(O1)(C)C)(C)C)C)=O (1,3-dimethyl-5-(4,4,5,5-tetramethyl-1,3,2-dioxaborolan-2-yl)pyridin-2-one), C1(=CC=CC=C1)P(C1=CC=CC=C1)C1=CC=CC=C1 (triphenylphosphine), C(=O)([O-])[O-].[Na+].[Na+] (Na2CO3). The reagents and catalysts are CC(=O)[O-].CC(=O)[O-].[Pd+2] (Pd(OAc)2). The solvent is C1CCOC1 (THF). Conditions: temperature 80 celsius. Yields the product ClC1=NC(=CC(=N1)C=1C=C(C(N(C1)C)=O)C)Cl (5-(2,6-dichloropyrimidin-4-yl)-1,3-dimethylpyridin-2-one). The yield is 55.5%. RXN SMILES: [Cl:1][C:2]1[N:7]=[C:6]([Cl:8])[CH:5]=[C:4](Cl)[N:3]=1.[CH3:10][N:11]1[CH:16]=[C:15](B2OC(C)(C)C(C)(C)O2)[CH:14]=[C:13]([CH3:26])[C:12]1=[O:27].C1(P(C2C=CC=CC=2)C2C=CC=CC=2)C=CC=CC=1.C([O-])([O-])=O.[Na+].[Na+]>C1COCC1.CC([O-])=O.CC([O-])=O.[Pd+2]>[Cl:1][C:2]1[N:3]=[C:4]([C:15]2[CH:14]=[C:13]([CH3:26])[C:12](=[O:27])[N:11]([CH3:10])[CH:16]=2)[CH:5]=[C:6]([Cl:8])[N:7]=1 |f:3.4.5,7.8.9|. Reported procedure: A mixture of 2,4,6-trichloropyrimidine (275 mg, 1.5 mmol), 1,3-dimethyl-5-(4,4,5,5-tetramethyl-1,3,2-dioxaborolan-2-yl)pyridin-2-one (246 mg, 1 mmol), Pd(OAc)2 (20 mg), triphenylphosphine (16 mg), and 2M Na2CO3 (1 mL, 2 mmol) in THF (6.7 mL) was purged with nitrogen for 5 min, capped, and heated to 80° C. for 3 h. After the mixture was filtered through a short bed of celite, the filtrate was concentrated in vacuo and purified by silica gel column chromatography using a gradient (0 to 100%) EtOAc... Starting materials: CC(C)(C)OC(=O)NC1CCCN(C(=O)OCc2ccccc2)C1, CCO. Product: CC(C)(C)OC(=O)NC1CCCNC1. As a reaction SMILES: [CH2:1]([O:2][C:3](=[O:4])[N:11]1[CH2:12][CH:13]([NH:17][C:18](=[O:19])[O:20][C:21]([CH3:22])([CH3:23])[CH3:24])[CH2:14][CH2:15][CH2:16]1)[c:5]1[cH:6][cH:7][cH:8][cH:9][cH:10]1.[CH3:25][CH2:26][OH:27]>>[NH:11]1[CH2:12][CH:13]([NH:17][C:18](=[O:19])[O:20][C:21]([CH3:22])([CH3:23])[CH3:24])[CH2:14][CH2:15][CH2:16]1. The reactants are ClCC1=CC=C(C=C)C=C1 (p-(chloromethyl)styrene), [OH-].[Na+] (sodium hydroxide), SCCO (2-mercaptoethanol). The reagents and catalysts are COC1=CC=C(C=C1)O (p-methoxyphenol). The solvent is O1CCCC1 (tetrahydrofuran). Run at time 3 hour. Product: C(=C)C1=CC=C(CSCCO)C=C1 (2-(4-vinylbenzylthio)ethanol). Yield: 47.9%. Reaction SMILES: Cl[CH2:2][C:3]1[CH:10]=[CH:9][C:6]([CH:7]=[CH2:8])=[CH:5][CH:4]=1.[OH-].[Na+].[SH:13][CH2:14][CH2:15][OH:16]>COC1C=CC(O)=CC=1.O1CCCC1>[CH:7]([C:6]1[CH:9]=[CH:10][C:3]([CH2:2][S:13][CH2:14][CH2:15][OH:16])=[CH:4][CH:5]=1)=[CH2:8] |f:1.2|. Procedure: A polymerization inhibitor, p-methoxyphenol (1.24 g; 0.01 mole), was added to a mixture of 152 g (1.0 mole) of p-(chloromethyl)styrene, 60 g (1.5 moles) of sodium hydroxide and 0.5 liter of tetrahydrofuran. The resulting mixture was boiled, and 78 g (1.0 mole) of 2-mercaptoethanol was added dropwise over 0.5 hour. The boiling was continued for 3 hours. After cooling to room temperature, the reaction mixture was filtered by the same operation as in Example 1, and distilled under reduced pressure ... Starting materials: CC(C)(C)OC(=O)NC1=NC(C)(c2cccc(N=[N+]=[N-])c2)COC1(C)C(F)(F)F, CCO, [H][H]. The product is CC(C)(C)OC(=O)NC1=NC(C)(c2cccc(N)c2)COC1(C)C(F)(F)F. As a reaction SMILES: [C:1]([CH3:2])([CH3:3])([CH3:4])[O:5][C:6]([NH:7][C:8]1=[N:13][C:12]([CH3:14])([c:15]2[cH:16][c:17]([N:21]=[N+:22]=[N-:23])[cH:18][cH:19][cH:20]2)[CH2:11][O:10][C:9]1([C:24]([F:25])([F:26])[F:27])[CH3:28])=[O:29].[CH3:32][CH2:33][OH:34].[H:30][H:31]>>[C:1]([CH3:2])([CH3:3])([CH3:4])[O:5][C:6]([NH:7][C:8]1=[N:13][C:12]([CH3:14])([c:15]2[cH:16][c:17]([NH2:21])[cH:18][cH:19][cH:20]2)[CH2:11][O:10][C:9]1([C:24]([F:25])([F:26])[F:27])[CH3:28])=[O:29]. The reactants are N1=C(C=CC2=NC=CC=C12)CCN1N=C2N(C=CC=C2Br)C1=O (2-(2-(1,5-naphthyridin-2-yl)ethyl)-8-bromo-[1,2,4]triazolo[4,3-a]pyridin-3(2H)-one), N1=CC=C(C=C1)B(O)O (pyridin-4-ylboronic acid), C(=O)([O-])[O-].[Cs+].[Cs+] (Cs2CO3). Reagents/catalysts: CC(C)([P](C(C)(C)C)([Pd][P](C(C)(C)C)(C(C)(C)C)C(C)(C)C)C(C)(C)C)C (bis(tri-tert-butylphosphine)palladium). The solvent is O1CCOCC1 (dioxane), CCOC(=O)C (EtOAc). Reaction conditions: temperature 100 celsius. The product is N1=C(C=CC2=NC=CC=C12)CCN1N=C2N(C=CC=C2C2=CC=NC=C2)C1=O (2-(2-(1,5-naphthyridin-2-yl)ethyl)-8-(pyridin-4-yl)-[1,2,4]triazolo[4,3-a]pyridin-3(2H)-one). Isolated yield 23.0%. As a reaction SMILES: [N:1]1[C:10]2[C:5](=[N:6][CH:7]=[CH:8][CH:9]=2)[CH:4]=[CH:3][C:2]=1[CH2:11][CH2:12][N:13]1[C:22](=[O:23])[N:16]2[CH:17]=[CH:18][CH:19]=[C:20](Br)[C:15]2=[N:14]1.[N:24]1[CH:29]=[CH:28][C:27](B(O)O)=[CH:26][CH:25]=1.C([O-])([O-])=O.[Cs+].[Cs+]>O1CCOCC1.CCOC(C)=O.CC(C)([P](C(C)(C)C)([Pd][P](C(C)(C)C)(C(C)(C)C)C(C)(C)C)C(C)(C)C)C>[N:1]1[C:10]2[C:5](=[N:6][CH:7]=[CH:8][CH:9]=2)[CH:4]=[CH:3][C:2]=1[CH2:11][CH2:12][N:13]1[C:22](=[O:23])[N:16]2[CH:17]=[CH:18][CH:19]=[C:20]([C:27]3[CH:28]=[CH:29][N:24]=[CH:25][CH:26]=3)[C:15]2=[N:14]1 |f:2.3.4,^1:53,59|. Reported procedure: Triazolopyridinone 10-3 (22 mg, 0.059 mmol) and pyridin-4-ylboronic acid (11 mg, 0.089 mmol) were placed in a microwave vial and dissolved in dioxane (1 mL). To the mixture was added 1 M aq. Cs2CO3 solution (0.12 mL, 0.12 mmol). The mixture was then sparged with N2 gas for 3 min, and bis(tri-tert-butylphosphine)palladium (3.0 mg, 0.006 mmol) was added. The vial was capped and heated at 100° C. under microwave irradiation for 20 min. After cooling, the reaction mixture was diluted with EtOAc (30 ... Starting materials: O=C1C(S(=O)(=O)c2ccc(Br)cc2)CCCCN1OC(c1ccccc1)(c1ccccc1)c1ccccc1, O=C([O-])[O-], COc1ccc(B(O)O)cc1, Cc1ccccc1, [Na+], [Na+], c1ccc(P(c2ccccc2)(c2ccccc2)[Pd](P(c2ccccc2)(c2ccccc2)c2ccccc2)(P(c2ccccc2)(c2ccccc2)c2ccccc2)P(c2ccccc2)(c2ccccc2)c2ccccc2)cc1. The product is COc1ccc(-c2ccc(S(=O)(=O)C3CCCCN(OC(c4ccccc4)(c4ccccc4)c4ccccc4)C3=O)cc2)cc1. As a reaction SMILES: [Br:1][c:2]1[cH:3][cH:4][c:5]([S:8](=[O:9])(=[O:10])[CH:11]2[C:12](=[O:38])[N:13]([O:18][C:19]([c:20]3[cH:21][cH:22][cH:23][cH:24][cH:25]3)([c:26]3[cH:27][cH:28][cH:29][cH:30][cH:31]3)[c:32]3[cH:33][cH:34][cH:35][cH:36][cH:37]3)[CH2:14][CH2:15][CH2:16][CH2:17]2)[cH:6][cH:7]1.[C:50](=[O:51])([O-:52])[O-:53].[CH3:39][O:40][c:41]1[cH:42][cH:43][c:44]([B:47]([OH:48])[OH:49])[cH:45][cH:46]1.[CH3:56][c:57]1[cH:58][cH:59][cH:60][cH:61][cH:62]1.[Na+:54].[Na+:55].[cH:63]1[cH:64][cH:65][c:66]([P:67]([Pd:68]([P:69]([c:70]2[cH:71][cH:72][cH:73][cH:74][cH:75]2)([c:76]2[cH:77][cH:78][cH:79][cH:80][cH:81]2)[c:82]2[cH:83][cH:84][cH:85][cH:86][cH:87]2)([P:88]([c:89]2[cH:90][cH:91][cH:92][cH:93][cH:94]2)([c:95]2[cH:96][cH:97][cH:98][cH:99][cH:100]2)[c:101]2[cH:102][cH:103][cH:104][cH:105][cH:106]2)[P:107]([c:108]2[cH:109][cH:110][cH:111][cH:112][cH:113]2)([c:114]2[cH:115][cH:116][cH:117][cH:118][cH:119]2)[c:120]2[cH:121][cH:122][cH:123][cH:124][cH:125]2)([c:126]2[cH:127][cH:128][cH:129][cH:130][cH:131]2)[c:132]2[cH:133][cH:134][cH:135][cH:136][cH:137]2)[cH:138][cH:139]1>>[c:2]1(-[c:44]2[cH:43][cH:42][c:41]([O:40][CH3:39])[cH:46][cH:45]2)[cH:3][cH:4][c:5]([S:8](=[O:9])(=[O:10])[CH:11]2[C:12](=[O:38])[N:13]([O:18][C:19]([c:20]3[cH:21][cH:22][cH:23][cH:24][cH:25]3)([c:26]3[cH:27][cH:28][cH:29][cH:30][cH:31]3)[c:32]3[cH:33][cH:34][cH:35][cH:36][cH:37]3)[CH2:14][CH2:15][CH2:16][CH2:17]2)[cH:6][cH:7]1. Starting materials: [BH4-], CC1=C(c2ccc(C#N)c3ccccc23)CCC1=O, CO, [Na+], O. Product: CC1=C(c2ccc(C#N)c3ccccc23)CCC1O. Reaction SMILES: [BH4-:20].[CH3:1][C:2]1=[C:3]([c:8]2[cH:9][cH:10][c:11]([C:18]#[N:19])[c:12]3[cH:13][cH:14][cH:15][cH:16][c:17]23)[CH2:4][CH2:5][C:6]1=[O:7].[CH3:23][OH:24].[Na+:21].[OH2:22]>>[CH3:1][C:2]1=[C:3]([c:8]2[cH:9][cH:10][c:11]([C:18]#[N:19])[c:12]3[cH:13][cH:14][cH:15][cH:16][c:17]23)[CH2:4][CH2:5][CH:6]1[OH:7].